The task is: describe an organic reaction: reactants, conditions, products, and yield. This data is from the Open Reaction Database (ORD), a public repository of structured organic reaction records. The reactants are C(C(=O)C1=CC=CC=C1)SC#N (phenacyl thiocyanate), NC1=CC(=CC=C1)S(=O)(=O)O (1-aminobenzene-3-sulfonic acid). Reagents/catalysts: [Cl-].[Zn+2].[Cl-] (zinc chloride). Solvent: O (water). The product is C1(=CC=CC=C1)C=1N=C(SC1)NC1=CC(=CC=C1)S(=O)(=O)O (4-phenyl-2-(3-sulfophenylamino)-thiazole). Reaction SMILES: [CH2:1]([S:10][C:11]#[N:12])[C:2]([C:4]1[CH:9]=[CH:8][CH:7]=[CH:6][CH:5]=1)=O.[NH2:13][C:14]1[CH:19]=[CH:18][CH:17]=[C:16]([S:20]([OH:23])(=[O:22])=[O:21])[CH:15]=1>[Cl-].[Zn+2].[Cl-].O>[C:4]1([C:2]2[N:12]=[C:11]([NH:13][C:14]3[CH:19]=[CH:18][CH:17]=[C:16]([S:20]([OH:23])(=[O:21])=[O:22])[CH:15]=3)[S:10][CH:1]=2)[CH:9]=[CH:8][CH:7]=[CH:6][CH:5]=1 |f:2.3.4|. Reported procedure: 132 parts of phenacyl thiocyanate, 38 parts of zinc chloride and 129 parts of 1-aminobenzene-3-sulfonic acid are together stirred with 750 parts of water for 20 hours at the boil. After the mixture has cooled, the product is filtered off and dried. Starting materials: [H-].[Al+3].[Li+].[H-].[H-].[H-] (lithium aluminum hydride), OC=1C(=C(C2=C(SC(O2)CCCC(C(=O)O)(C)C)C1C)C)C (5-(5-hydroxy-4,6,7-trimethyl-1,3-benzoxathiole-2-yl)-2,2-dimethylpentanoic acid), ice water. Solvent: O1CCCC1 (tetrahydrofuran), O1CCCC1 (tetrahydrofuran). Run at time 1 hour. Product: OC=1C(=C(C2=C(SC(O2)CCCC(CO)(C)C)C1C)C)C (5-(5-Hydroxy-4,6,7-trimethyl-1,3-benzoxathiole-2-yl)-2,2-dimethylpentanol). Reaction SMILES: [H-].[Al+3].[Li+].[H-].[H-].[H-].[OH:7][C:8]1[C:9]([CH3:28])=[C:10]([CH3:27])[C:11]2[O:15][CH:14]([CH2:16][CH2:17][CH2:18][C:19]([CH3:24])([CH3:23])[C:20](O)=[O:21])[S:13][C:12]=2[C:25]=1[CH3:26]>O1CCCC1>[OH:7][C:8]1[C:9]([CH3:28])=[C:10]([CH3:27])[C:11]2[O:15][CH:14]([CH2:16][CH2:17][CH2:18][C:19]([CH3:24])([CH3:23])[CH2:20][OH:21])[S:13][C:12]=2[C:25]=1[CH3:26] |f:0.1.2.3.4.5|. Procedure: 0.3 g of lithium aluminum hydride was suspended in 30 ml of tetrahydrofuran, and a solution of 1.7 g of 5-(5-hydroxy-4,6,7-trimethyl-1,3-benzoxathiole-2-yl)-2,2-dimethylpentanoic acid (prepared as described in Example 81) in 5 ml of tetrahydrofuran was added dropwise under a stream of nitrogen and with ice-cooling to the suspension. After the dropwise addition, the reaction mixture was kept at room temperature for 1 hour and was then heated under reflux for 2 hours. The reaction mixture was then... The reactants are C1(=CC=C(C=C1)S(=O)(=O)Cl)C (p-toluenesulfonyl chloride), N1=CC(=CC=C1)C(CC1=CC=CC=C1)=NO (benzyl 3-pyridyl ketone oxime). The solvent is N1=CC=CC=C1 (pyridine), N1=CC=CC=C1 (pyridine). Reaction conditions: time 24 hour. Product: C1(=CC=C(C=C1)S(=O)(=O)O)C.N1=CC(=CC=C1)C(CC1=CC=CC=C1)=NO (Benzyl 3-pyridyl ketone oxime p-toluenesulfonate). As a reaction SMILES: [C:1]1([CH3:11])[CH:6]=[CH:5][C:4]([S:7](Cl)(=[O:9])=[O:8])=[CH:3][CH:2]=1.[N:12]1[CH:17]=[CH:16][CH:15]=[C:14]([C:18](=[N:26][OH:27])[CH2:19][C:20]2[CH:25]=[CH:24][CH:23]=[CH:22][CH:21]=2)[CH:13]=1>N1C=CC=CC=1>[C:1]1([CH3:11])[CH:6]=[CH:5][C:4]([S:7]([OH:27])(=[O:9])=[O:8])=[CH:3][CH:2]=1.[N:12]1[CH:17]=[CH:16][CH:15]=[C:14]([C:18](=[N:26][OH:27])[CH2:19][C:20]2[CH:21]=[CH:22][CH:23]=[CH:24][CH:25]=2)[CH:13]=1 |f:3.4|. Procedure details: A solution of 7.7 g of p-toluenesulfonyl chloride in 15 ml of pyridine is added dropwise in the course of 5 minutes to a solution, which is stirred at -10°, of 8.5 g of benzyl 3-pyridyl ketone oxime in 20 ml of pyridine. The reaction mixture is placed in a refrigerator for 24 hours and then poured onto ice/water. After some stirring and grinding, the oil which has separated out solidifies to crystals. These are filtered off with suction, washed with water and dried under a high vacuum. Benzyl 3-...